From a dataset of the Open Reaction Database (ORD), a public repository of structured organic reaction records. describe an organic reaction: reactants, conditions, products, and yield As a reaction SMILES: C([O:3][C:4]([C:6]1[S:10][C:9]([C:11]2[CH:16]=[CH:15][CH:14]=[CH:13][CH:12]=2)=[N:8][C:7]=1[C:17]([F:20])([F:19])[F:18])=[O:5])C.[Li+].[OH-].Cl>C1COCC1>[C:11]1([C:9]2[S:10][C:6]([C:4]([OH:5])=[O:3])=[C:7]([C:17]([F:18])([F:19])[F:20])[N:8]=2)[CH:12]=[CH:13][CH:14]=[CH:15][CH:16]=1 |f:1.2|. Yields the product C1(=CC=CC=C1)C=1SC(=C(N1)C(F)(F)F)C(=O)O (2-Phenyl-4-trifluoromethyl-thiazole-5-carboxylic acid). Reaction conditions: temperature 25 celsius, time 1 hour. The reactants are C(C)OC(=O)C1=C(N=C(S1)C1=CC=CC=C1)C(F)(F)F (2-phenyl-4-trifluoromethyl-thiazole-5-carboxylic acid ethyl ester), [Li+].[OH-] (LiOH), Cl (HCl). Isolated yield 91.2%. Procedure details: To a solution of 2-phenyl-4-trifluoromethyl-thiazole-5-carboxylic acid ethyl ester (1.6 g, 5.3 mmol) in THF (16 mL) was added 1 N aqueous LiOH (16 mL, 16 mmol). This mixture was brought to reflux and stirred vigorously for 1 h. The mixture was allowed to cool to 25° C. and 1 N aqueous HCl (35 mL, 35 mmol) was added. The mixture was extracted with ethyl acetate (2×50 mL) and the combined organic extracts were washed with saturated aqueous NaCl (1×50 mL), dried over MgSO4 and concentrated in vacuo... Solvent: C1CCOC1 (THF). Starting materials: CCOCC, CO, NC(=O)c1cccnc1, O=[N+]([O-])c1ccc(Cl)c([N+](=O)[O-])c1. The product is [Cl-], NC(=O)c1ccc[n+](-c2ccc([N+](=O)[O-])cc2[N+](=O)[O-])c1. Reaction SMILES: [CH2:25]([O:26][CH2:27][CH3:28])[CH3:29].[CH3:23][OH:24].[NH2:14][C:15](=[O:16])[c:17]1[cH:18][cH:19][cH:20][n:21][cH:22]1.[O-:1][N+:2](=[O:3])[c:4]1[cH:5][cH:6][c:7]([Cl:8])[c:9]([N+:11]([O-:12])=[O:13])[cH:10]1>>[Cl-:8].[O-:1][N+:2](=[O:3])[c:4]1[cH:5][cH:6][c:7](-[n+:21]2[cH:20][cH:19][cH:18][c:17]([C:15]([NH2:14])=[O:16])[cH:22]2)[c:9]([N+:11]([O-:12])=[O:13])[cH:10]1.